From a dataset of the Open Reaction Database (ORD), a public repository of structured organic reaction records. describe an organic reaction: reactants, conditions, products, and yield The product is COc1ccc(C=C(C)C(=O)O)cc1OC1CCCC1. The reactants are CCOC(=O)C(C)=Cc1ccc(OC)c(OC2CCCC2)c1, C1COCCO1, [Li+], [OH-], O, O. Reaction SMILES: [CH2:1]([CH3:2])[O:3][C:4]([C:5](=[CH:6][c:7]1[cH:8][c:9]([O:15][CH:16]2[CH2:17][CH2:18][CH2:19][CH2:20]2)[c:10]([O:13][CH3:14])[cH:11][cH:12]1)[CH3:21])=[O:22].[CH2:26]1[O:27][CH2:28][CH2:29][O:30][CH2:31]1.[Li+:24].[OH-:23].[OH2:25].[OH2:32]>>[O:3]=[C:4]([C:5](=[CH:6][c:7]1[cH:8][c:9]([O:15][CH:16]2[CH2:17][CH2:18][CH2:19][CH2:20]2)[c:10]([O:13][CH3:14])[cH:11][cH:12]1)[CH3:21])[OH:22]. Product: COC(CS(=O)(=O)N(CC1=CC=C(C=C1)C1=CC=C(C=C1)C#N)C)=O (Methyl-2-({methyl[(4'-cyanobiphen-4-yl)methyl]amino}sulfonyl)acetate), solid. RXN SMILES: [CH3:1][N:2]([CH2:11][C:12]1[CH:17]=[CH:16][C:15](Br)=[CH:14][CH:13]=1)[S:3]([CH2:6][C:7]([O:9][CH3:10])=[O:8])(=[O:5])=[O:4].[C:19]([C:21]1[CH:26]=[CH:25][C:24](B(O)O)=[CH:23][CH:22]=1)#[N:20].[F-].[Cs+].C1(C)C=CC=CC=1P(C1C=CC=CC=1C)C1C=CC=CC=1C>C(COC)OC.ClCCl>[CH3:10][O:9][C:7](=[O:8])[CH2:6][S:3]([N:2]([CH3:1])[CH2:11][C:12]1[CH:17]=[CH:16][C:15]([C:24]2[CH:25]=[CH:26][C:21]([C:19]#[N:20])=[CH:22][CH:23]=2)=[CH:14][CH:13]=1)(=[O:5])=[O:4] |f:2.3|. The reactants are CN(S(=O)(=O)CC(=O)OC)CC1=CC=C(C=C1)Br (methyl 2-({methyl[(4-bromophenyl)methyl]amino}sulfonyl)acetate), C(#N)C1=CC=C(C=C1)B(O)O (4-cyanophenylboronic acid), [F-].[Cs+] (caesium fluoride), C1(=C(C=CC=C1)P(C1=C(C=CC=C1)C)C1=C(C=CC=C1)C)C (tri-ortho-tolyl phosphine), bis(benzylideneacetone)palladium(0). Run in ClCCl (dichloromethane), C(OC)COC (dimethoxyethane). Procedure: To a solution of methyl 2-({methyl[(4-bromophenyl)methyl]amino}sulfonyl)acetate (300 mg, 0.9 mmol) in dimethoxyethane (5 ml) was added 4-cyanophenylboronic acid (Preparation 6, 150 mg, 1.0 mmol), caesium fluoride (290 mg), tri-ortho-tolyl phosphine (28 mg, 0.09 mmol) and bis(benzylideneacetone)palladium(0) (25 mg, 0.04 mmol) and the mixture was heated to reflux for 1 hour under an atmosphere of nitrogen. The mixture was cooled to ambient temperature, diluted with dichloromethane (30 ml) and wash... Starting materials: C(C)O (ethanol), [Na] (sodium), [S-]C#N.[K+] (Potassium thiocyanate), Cl (hydrochloric acid), C(C)OC(CNC=O)=O (N-formyl-glycine ethyl ester), C(C(=O)OCC)(=O)OCC (Diethyl oxalate). Run in CCOCC (ether), O (water). Run at time 8 hour. Yields the product SC=1NC(=C(N1)C(=O)OCC)C(=O)OCC (diethyl 2-mercapto-4,5-imidazoledicarboxylate). Isolated yield 44.6%. As a reaction SMILES: C(O)C.[Na].[C:5](OCC)(=O)[C:6]([O:8][CH2:9][CH3:10])=[O:7].[CH2:15]([O:17][C:18](=[O:23])[CH2:19][NH:20]C=O)[CH3:16].[S-:24][C:25]#[N:26].[K+].Cl>CCOCC.O>[SH:24][C:25]1[NH:20][C:19]([C:18]([O:17][CH2:15][CH3:16])=[O:23])=[C:5]([C:6]([O:8][CH2:9][CH3:10])=[O:7])[N:26]=1 |f:4.5,^1:3|. Procedure details: Absolute ethanol (58 g; 1.25 mol) was added to a suspension of clean sodium (29 g; 1.25 g atom cut into small pieces) in anhydrous ether (700 mL). Diethyl oxalate (182 g; 1.25 mol) was added slowly to this mixture so that the exothermic reaction did not become too vigorous. The N-formyl-glycine ethyl ester (131 g; 1.0 mol) was added dropwise with stirring to the resulting solution and a red-brown precipitate formed. The mixture was allowed to stand overnight then water (1 L) was added to dissolv... Reactants: C(C)(=O)N1C(C(C2=CC=C(C=C12)C(=O)OC)=C(C1=CC=CC=C1)OCC)=O (1-acetyl-3-(1-ethoxy-1-phenylmethylene)-6-methoxycarbonyl-2-indolinone), CN(CCN(C(CC1=CC=CC=C1)=O)C1=CC=C(N)C=C1)C (4-(N-(2-dimethylamino-ethyl)-N-(phenyl-acetyl)-amino)-aniline). Product: CN(CCN(C(CC1=CC=CC=C1)=O)C1=CC=C(N\C(\C2=CC=CC=C2)=C\2/C(NC3=CC(=CC=C23)C(=O)OC)=O)C=C1)C (3-Z-[1-(4-(N-(2-dimethylaminoethyl)-N-(phenyl-acetyl)-amino)-anilino)-1-phenyl-methylene]-6-methoxycarbonyl-2-indolinone). RXN SMILES: C([N:4]1[C:12]2[C:7](=[CH:8][CH:9]=[C:10]([C:13]([O:15][CH3:16])=[O:14])[CH:11]=2)[C:6](=[C:17](OCC)[C:18]2[CH:23]=[CH:22][CH:21]=[CH:20][CH:19]=2)[C:5]1=[O:27])(=O)C.[CH3:28][N:29]([CH3:49])[CH2:30][CH2:31][N:32]([C:42]1[CH:48]=[CH:47][C:45]([NH2:46])=[CH:44][CH:43]=1)[C:33](=[O:41])[CH2:34][C:35]1[CH:40]=[CH:39][CH:38]=[CH:37][CH:36]=1>>[CH3:49][N:29]([CH3:28])[CH2:30][CH2:31][N:32]([C:42]1[CH:43]=[CH:44][C:45]([NH:46]/[C:17](=[C:6]2\[C:5](=[O:27])[NH:4][C:12]3[C:7]\2=[CH:8][CH:9]=[C:10]([C:13]([O:15][CH3:16])=[O:14])[CH:11]=3)/[C:18]2[CH:19]=[CH:20][CH:21]=[CH:22][CH:23]=2)=[CH:47][CH:48]=1)[C:33](=[O:41])[CH2:34][C:35]1[CH:40]=[CH:39][CH:38]=[CH:37][CH:36]=1. Procedure details: Prepared from 1-acetyl-3-(1-ethoxy-1-phenylmethylene)-6-methoxycarbonyl-2-indolinone and 4-(N-(2-dimethylamino-ethyl)-N-(phenyl-acetyl)-amino)-aniline Rf value: 0.5 (silica gel, methylene chloride/methanol=9:1) C35H34N4O4 Starting materials: COc1cc2ccnc(C)c2cc1OC, CC(=O)OC(C)=O, O=Cc1c(Cl)cccc1Cl. As a reaction SMILES: [CH3:1][c:2]1[n:3][cH:4][cH:5][c:6]2[cH:7][c:8]([O:14][CH3:15])[c:9]([O:12][CH3:13])[cH:10][c:11]12.[CH3:26][C:27]([O:28][C:29](=[O:30])[CH3:31])=[O:32].[Cl:16][c:17]1[c:18]([CH:19]=[O:20])[c:21]([Cl:25])[cH:22][cH:23][cH:24]1>>[CH:1]([c:2]1[n:3][cH:4][cH:5][c:6]2[cH:7][c:8]([O:14][CH3:15])[c:9]([O:12][CH3:13])[cH:10][c:11]12)=[CH:19][c:18]1[c:17]([Cl:16])[cH:24][cH:23][cH:22][c:21]1[Cl:25]. Yields the product COc1cc2ccnc(C=Cc3c(Cl)cccc3Cl)c2cc1OC. Reactants: CN, CCO, CO, CC(O)(CN1CCC(Oc2ccc(Cl)c(Cl)c2)CC1)CN1C(=O)c2ccccc2C1=O. Product: CC(O)(CN)CN1CCC(Oc2ccc(Cl)c(Cl)c2)CC1. Reaction SMILES: [CH3:32][NH2:33].[CH3:34][CH2:35][OH:36].[CH3:37][OH:38].[Cl:1][c:2]1[cH:3][c:4]([O:5][CH:6]2[CH2:7][CH2:8][N:9]([CH2:12][C:13]([CH2:14][N:15]3[C:16](=[O:17])[c:18]4[c:19]([cH:20][cH:21][cH:22][cH:23]4)[C:24]3=[O:25])([CH3:26])[OH:27])[CH2:10][CH2:11]2)[cH:28][cH:29][c:30]1[Cl:31]>>[Cl:1][c:2]1[cH:3][c:4]([O:5][CH:6]2[CH2:7][CH2:8][N:9]([CH2:12][C:13]([CH2:14][NH2:15])([CH3:26])[OH:27])[CH2:10][CH2:11]2)[cH:28][cH:29][c:30]1[Cl:31].